The task is: describe an organic reaction: reactants, conditions, products, and yield. This data is from the Open Reaction Database (ORD), a public repository of structured organic reaction records. Starting materials: FC(C(=CF)C(CC)(F)F)(F)F (2-trifluoromethyl-1,3,3-trifluoro-1-pentene), F (hydrogen fluoride). The product is FC(C(C(F)F)C(CC)(F)F)(F)F (2-trifluoromethyl-1,1,3,3-tetrafluoropentane). RXN SMILES: [F:1][C:2]([F:12])([F:11])[C:3]([C:6]([F:10])([F:9])[CH2:7][CH3:8])=[CH:4][F:5].[FH:13]>>[F:1][C:2]([F:11])([F:12])[CH:3]([C:6]([F:9])([F:10])[CH2:7][CH3:8])[CH:4]([F:13])[F:5]. Reported procedure: As another example, 2-trifluoromethyl-1,1,1,3,3-pentafluoropentane may be prepared by fluorinating 3-pentanone to form 3,3-difluoropentane which may then be dehydrogenated to form 3,3-difluoro-1-pentene. CF3 may then be reacted with the 3,3-difluoro-1-pentene to form 2-trifluoromethyl-1,3,3-trifluoropentane which may then be dehydrogenated to form 2-trifluoromethyl-1,3,3-trifluoro-1-pentene. The 2-trifluoromethyl-1,3,3-trifluoro-1-pentene may then be reacted with hydrogen fluoride to form 2-trif... Starting materials: CC(C)CCCC(=O)Cl, COc1ccccc1F, O=[N+]([O-])c1ccccc1. Yields the product COc1ccc(C(=O)CCCC(C)C)cc1F. RXN SMILES: [CH3:1][CH:2]([CH2:3][CH2:4][CH2:5][C:6](=[O:7])[Cl:8])[CH3:9].[F:10][c:11]1[c:12]([O:17][CH3:18])[cH:13][cH:14][cH:15][cH:16]1.[O-:19][N+:20]([c:21]1[cH:22][cH:23][cH:24][cH:25][cH:26]1)=[O:27]>>[CH3:1][CH:2]([CH2:3][CH2:4][CH2:5][C:6](=[O:7])[c:15]1[cH:14][cH:13][c:12]([O:17][CH3:18])[c:11]([F:10])[cH:16]1)[CH3:9]. The reactants are FC(F)(F)c1ncc2c(n1)C(Cc1ccccc1)NCC2, ClCCCl, CC(C)(C)OC(=O)NC(CC(=O)O)Cc1cc(F)c(F)cc1F, CN1CCOCC1, CC#N, Cl. As a reaction SMILES: [CH2:24]([c:25]1[cH:26][cH:27][cH:28][cH:29][cH:30]1)[CH:31]1[NH:32][CH2:33][CH2:34][c:35]2[c:36]1[n:37][c:38]([C:41]([F:42])([F:43])[F:44])[n:39][cH:40]2.[CH2:46]([Cl:47])[CH2:48][Cl:49].[CH3:1][C:2]([CH3:3])([O:4][C:5](=[O:6])[NH:7][CH:8]([CH2:9][C:10](=[O:11])[OH:12])[CH2:13][c:14]1[c:15]([F:22])[cH:16][c:17]([F:21])[c:18]([F:20])[cH:19]1)[CH3:23].[CH3:50][N:51]1[CH2:52][CH2:53][O:54][CH2:55][CH2:56]1.[CH3:57][C:58]#[N:59].[ClH:45]>>[CH3:1][C:2]([CH3:3])([O:4][C:5](=[O:6])[NH:7][CH:8]([CH2:9][C:10](=[O:12])[N:32]1[CH:31]([CH2:24][c:25]2[cH:26][cH:27][cH:28][cH:29][cH:30]2)[c:36]2[c:35]([cH:40][n:39][c:38]([C:41]([F:42])([F:43])[F:44])[n:37]2)[CH2:34][CH2:33]1)[CH2:13][c:14]1[c:15]([F:22])[cH:16][c:17]([F:21])[c:18]([F:20])[cH:19]1)[CH3:23]. Yields the product CC(C)(C)OC(=O)NC(CC(=O)N1CCc2cnc(C(F)(F)F)nc2C1Cc1ccccc1)Cc1cc(F)c(F)cc1F. Product: N(=[N+]=[N-])C(C(=O)OCC)C(C=1C(=NC=CC1)Cl)O[Si](C)(C)C(C)(C)C (Ethyl 2-azido-3-t-butyldimethylsilyloxy-3-(2-chloropyridin-3-yl)propionate). Run in CN(C=O)C (dimethylformamide). Reactants: N(=[N+]=[N-])C(C(=O)OCC)C(O)C=1C(=NC=CC1)Cl (ethyl 2-azido-3-(2-chloropyridin-3-yl)-3-hydroxypropionate), [Si](C)(C)(C(C)(C)C)Cl (t-butyldimethylsilyl chloride), N1C=NC=C1 (imidazole). Reaction SMILES: [N:1]([CH:4]([CH:10]([C:12]1[C:13]([Cl:18])=[N:14][CH:15]=[CH:16][CH:17]=1)[OH:11])[C:5]([O:7][CH2:8][CH3:9])=[O:6])=[N+:2]=[N-:3].[Si:19](Cl)([C:22]([CH3:25])([CH3:24])[CH3:23])([CH3:21])[CH3:20].N1C=CN=C1>CN(C)C=O>[N:1]([CH:4]([CH:10]([O:11][Si:19]([C:22]([CH3:25])([CH3:24])[CH3:23])([CH3:21])[CH3:20])[C:12]1[C:13]([Cl:18])=[N:14][CH:15]=[CH:16][CH:17]=1)[C:5]([O:7][CH2:8][CH3:9])=[O:6])=[N+:2]=[N-:3]. Procedure details: A procedure similar to that described in Preparation 49 was repeated, except that 3.90 g of ethyl 2-azido-3-(2-chloropyridin-3-yl)-3-hydroxypropionate (prepared as described in Preparation 76), 8.6 g of t-butyldimethylsilyl chloride, 10 g of imidazole and 80 ml of dimethylformamide were used, to give the title compound as a crude product. This crude product was purified by column chromatography through silica gel, using a 8:1 by volume mixture of hexane and ethyl acetate as the eluent, to give 5...